Task: describe an organic reaction: reactants, conditions, products, and yield. Dataset: the Open Reaction Database (ORD), a public repository of structured organic reaction records Reactants: Cl (HCl), CC([C@@H](C(=O)N[C@H](C[C@@H]([C@H](CC1=CC=C(C=C1)C=1C=NC(=CC1)C)NC(OCC1=CC=CC=C1)=O)O)CC1=CC=CC=C1)N1C(N(CC1)CC1=NC(=CC=C1)C)=O)(C)C (benzyl(1S,2S,4S)-4-[((2S)-3,3-dimethyl-2-{3-[(6-methyl-2-pyridinyl)methyl]-2-oxo-1-imidazolidinyl}butanoyl)amino]-2-hydroxy-1-[4-(6-methyl-3-pyridinyl)benzyl]-5-phenylpentylcarbamate). Reagents/catalysts: [OH-].[OH-].[Pd+2] (Pd(OH)2 on carbon). Solvent: CO (methanol). Run at temperature 25 celsius, time 16 hour. Yields the product N[C@H]([C@H](C[C@H](CC1=CC=CC=C1)NC([C@H](C(C)(C)C)N1C(N(CC1)CC1=NC(=CC=C1)C)=O)=O)O)CC1=CC=C(C=C1)C=1C=NC(=CC1)C ((2S)-N-{(1S,3S,4S)-4-amino-1-benzyl-3-hydroxy-5-[4-(6-methyl-3-pyridinyl)phenyl]pentyl}-3,3-dimethyl-2-{3-[(6-methyl-2-pyridinyl)methyl]-2-oxo-1-imidazolidinyl}butanamide), hydrochloride salt. RXN SMILES: [CH3:1][C:2]([CH3:59])([CH3:58])[C@H:3]([N:44]1[CH2:48][CH2:47][N:46]([CH2:49][C:50]2[CH:55]=[CH:54][CH:53]=[C:52]([CH3:56])[N:51]=2)[C:45]1=[O:57])[C:4]([NH:6][C@@H:7]([CH2:37][C:38]1[CH:43]=[CH:42][CH:41]=[CH:40][CH:39]=1)[CH2:8][C@H:9]([OH:36])[C@@H:10]([NH:25]C(=O)OCC1C=CC=CC=1)[CH2:11][C:12]1[CH:17]=[CH:16][C:15]([C:18]2[CH:19]=[N:20][C:21]([CH3:24])=[CH:22][CH:23]=2)=[CH:14][CH:13]=1)=[O:5].Cl>CO.[OH-].[OH-].[Pd+2]>[NH2:25][C@@H:10]([CH2:11][C:12]1[CH:17]=[CH:16][C:15]([C:18]2[CH:19]=[N:20][C:21]([CH3:24])=[CH:22][CH:23]=2)=[CH:14][CH:13]=1)[C@@H:9]([OH:36])[CH2:8][C@@H:7]([NH:6][C:4](=[O:5])[C@@H:3]([N:44]1[CH2:48][CH2:47][N:46]([CH2:49][C:50]2[CH:55]=[CH:54][CH:53]=[C:52]([CH3:56])[N:51]=2)[C:45]1=[O:57])[C:2]([CH3:1])([CH3:58])[CH3:59])[CH2:37][C:38]1[CH:39]=[CH:40][CH:41]=[CH:42][CH:43]=1 |f:3.4.5|. Reported procedure: A solution containing the product from Example 88A (0.079 g, 0.099 mmol) in methanol (1.5 mL) was treated with Pd(OH)2 on carbon (0.040 g, 20% Pd by wt.) and HCl solution (0.075 mL, 4N in dioxane), stirred under a hydrogen atmosphere (balloon pressure) at 25° C. for 16 hours, filtered through a bed of celite® and rinsed with methanol. The solvent was concentrated to give the title compound as the hydrochloride salt, which was used without further purification.